Dataset: the Open Reaction Database (ORD), a public repository of structured organic reaction records. Task: describe an organic reaction: reactants, conditions, products, and yield The reactants are C1(=CC=CC2=CC=CC=C12)CN (1-naphthalenemethylamine), O=C1CCC(C2=CC=CC=C12)C(=O)O (4-oxo-1,2,3,4-tetrahydronaphthalene-1-carboxylic acid). Reagents/catalysts: CN(C)C=1C=CN=CC1 (DMAP). The solvent is C(Cl)Cl (CH2Cl2). Conditions: time 12 hour. Yields the product C1(=CC=CC2=CC=CC=C12)CNC(=O)C1CCC(C2=CC=CC=C12)=O (4-Oxo-1,2,3,4-tetrahydronaphthalene-1-carboxylic acid-(naphthalene-1-ylmethyl) -amide). Reaction SMILES: [C:1]1([CH2:11][NH2:12])[C:10]2[C:5](=[CH:6][CH:7]=[CH:8][CH:9]=2)[CH:4]=[CH:3][CH:2]=1.[O:13]=[C:14]1[C:23]2[C:18](=[CH:19][CH:20]=[CH:21][CH:22]=2)[CH:17]([C:24](O)=[O:25])[CH2:16][CH2:15]1>CN(C1C=CN=CC=1)C.C(Cl)Cl>[C:1]1([CH2:11][NH:12][C:24]([CH:17]2[C:18]3[C:23](=[CH:22][CH:21]=[CH:20][CH:19]=3)[C:14](=[O:13])[CH2:15][CH2:16]2)=[O:25])[C:10]2[C:5](=[CH:6][CH:7]=[CH:8][CH:9]=2)[CH:4]=[CH:3][CH:2]=1. Procedure: A mixture of 1-naphthalenemethylamine (1.37 g, 7.2 mmol), 4-oxo-1,2,3,4-tetrahydronaphthalene-1-carboxylic acid (1.13 g, 7.2 mmol) ECD (2.87 g, 15 mmol), and DMAP (1.83 g, 15 mmol) in CH2Cl2 (20 mL) was stirred at room temperature. After 12 h, the reaction mixture was concentrated and the residue was purified by flash column chromatography (2-5% MeOH in CH3Cl to yield the product (2.29 g, 97% liht yellow solid, m.p. 155-156° C.). Reactants: C1=CC=C(C=C1)P(C2=CC=CC=C2)C3=C(C4=CC=CC=C4C=C3)C5=C(C=CC6=CC=CC=C65)P(C7=CC=CC=C7)C8=CC=CC=C8 ((S)-BINAP), CC1C(C(CC1)=CN(C1=CC=CC=C1)C)=O (2-methyl-5-(N-methyl-anilinomethylene) cyclopentanone), BrC=1C=C(C=CC1)C(F)(F)F (3-bromobenzotrifluoride), CC(C)([O-])C.[Na+] (sodium t-butoxide). The reagents and catalysts are C=1C=CC(=CC1)/C=C/C(=O)/C=C/C2=CC=CC=C2.C=1C=CC(=CC1)/C=C/C(=O)/C=C/C2=CC=CC=C2.C=1C=CC(=CC1)/C=C/C(=O)/C=C/C2=CC=CC=C2.[Pd].[Pd] (tris(dibenzylideneacetone)dipalladium). Solvent: C1(=CC=CC=C1)C (Toluene). Conditions: time 1 minute. The product is FC(C=1C=C(C=CC1)C1(C(C(CC1)=CN(C1=CC=CC=C1)C)=O)C)(F)F (2-(3-Trifluoromethylphenyl)-2-methyl-5-(N-methyl-anilinomethylene)cyclopentanone). Isolated yield 60.1%. Reaction SMILES: C1C=CC(P(C2C=CC3C(=CC=CC=3)C=2C2C3C(=CC=CC=3)C=CC=2P(C2C=CC=CC=2)C2C=CC=CC=2)C2C=CC=CC=2)=CC=1.[CH3:47][CH:48]1[CH2:52][CH2:51][C:50](=[CH:53][N:54]([CH3:61])[C:55]2[CH:60]=[CH:59][CH:58]=[CH:57][CH:56]=2)[C:49]1=[O:62].Br[C:64]1[CH:65]=[C:66]([C:70]([F:73])([F:72])[F:71])[CH:67]=[CH:68][CH:69]=1.CC(C)([O-])C.[Na+]>C1C=CC(/C=C/C(/C=C/C2C=CC=CC=2)=O)=CC=1.C1C=CC(/C=C/C(/C=C/C2C=CC=CC=2)=O)=CC=1.C1C=CC(/C=C/C(/C=C/C2C=CC=CC=2)=O)=CC=1.[Pd].[Pd].C1(C)C=CC=CC=1>[F:71][C:70]([F:73])([F:72])[C:66]1[CH:65]=[C:64]([C:48]2([CH3:47])[CH2:52][CH2:51][C:50](=[CH:53][N:54]([CH3:61])[C:55]3[CH:60]=[CH:59][CH:58]=[CH:57][CH:56]=3)[C:49]2=[O:62])[CH:69]=[CH:68][CH:67]=1 |f:3.4,5.6.7.8.9|. Reported procedure: An oven dried Schlenk tube equipped with a rubber septum was cooled under an argon purge. The septum was removed and the tube was charged with tris(dibenzylideneacetone)dipalladium (0) (11.5 mg, 0.0125 mmol, 5 mol % Pd), (S)-BINAP (31.4 mg, 0.05 mmol, 10 mol %) and 2-methyl-5-(N-methyl-anilinomethylene) cyclopentanone (108 mg, 0.5 mmol). Toluene (2 mL) was added and the mixture was stirred for 1 min at room temperature. 3-bromobenzotrifluoride (225 mg, 1.0 mmol) and sodium t-butoxide (96 mg, 1.0... The reactants are O=C=Nc1ccc(Cl)c(Cl)c1, Cl, Cl, COCC(CCN1CCC2(CC2)C(O)C1)N1CC(C)NCCC1=O. Yields the product COCC(CCN1CCC2(CC2)C(O)C1)N1CC(C)N(C(=O)Nc2ccc(Cl)c(Cl)c2)CCC1=O. As a reaction SMILES: [Cl:27][c:28]1[cH:29][c:30]([N:35]=[C:36]=[O:37])[cH:31][cH:32][c:33]1[Cl:34].[ClH:1].[ClH:2].[OH:3][CH:4]1[C:5]2([CH2:6][CH2:7]2)[CH2:8][CH2:9][N:10]([CH2:12][CH2:13][CH:14]([CH2:15][O:16][CH3:17])[N:18]2[CH2:19][CH:20]([CH3:26])[NH:21][CH2:22][CH2:23][C:24]2=[O:25])[CH2:11]1>>[OH:3][CH:4]1[C:5]2([CH2:6][CH2:7]2)[CH2:8][CH2:9][N:10]([CH2:12][CH2:13][CH:14]([CH2:15][O:16][CH3:17])[N:18]2[CH2:19][CH:20]([CH3:26])[N:21]([C:36]([NH:35][c:30]3[cH:29][c:28]([Cl:27])[c:33]([Cl:34])[cH:32][cH:31]3)=[O:37])[CH2:22][CH2:23][C:24]2=[O:25])[CH2:11]1. Starting materials: SCC(=O)OCC (ethyl mercaptoacetate), BrCCCCl (1-bromo-3-chloropropane), C([O-])([O-])=O.[K+].[K+] (potassium carbonate), CN(C=O)C (dimethylformamide). Solvent: C1(=CC=CC=C1)C (toluene). Conditions: time 3 hour. Yields the product ClCCCSCC(=O)OCC (ethyl [(3-chloropropyl)thio]acetate). Yield: 81.0%. Reaction SMILES: [SH:1][CH2:2][C:3]([O:5][CH2:6][CH3:7])=[O:4].Br[CH2:9][CH2:10][CH2:11][Cl:12].C(=O)([O-])[O-].[K+].[K+].CN(C)C=O>C1(C)C=CC=CC=1>[Cl:12][CH2:11][CH2:10][CH2:9][S:1][CH2:2][C:3]([O:5][CH2:6][CH3:7])=[O:4] |f:2.3.4|. Procedure details: A mixture of 2.0 g of ethyl mercaptoacetate, 3.13 g of 1-bromo-3-chloropropane, 2.29 g of anhyrous potassium carbonate and 10 ml of dimethylformamide was stirred at room temperature for 3 hours. The reaction mixture was diluted with toluene and insoluble matters were filtered off. The filtrate was washed with an aqueous sodium hydroxide and water in order, dried over anhydrous magnesium sulfate and concentrated under reduced pressure. The residue was applied to silica gel column chromatography a... Reactants: CC(=O)O, CCOC(=O)CC1OB(O)c2cc(Oc3cnccn3)cc(CN=[N+]=[N-])c21, Cl. The product is [N-]=[N+]=NCc1cc(Oc2cnccn2)cc2c1C(CC(=O)O)OB2O. As a reaction SMILES: [C:29]([OH:30])(=[O:31])[CH3:32].[CH2:1]([CH3:2])[O:3][C:4]([CH2:5][CH:6]1[c:7]2[c:8]([cH:12][c:13]([O:20][c:21]3[n:22][cH:23][cH:24][n:25][cH:26]3)[cH:14][c:15]2[CH2:16][N:17]=[N+:18]=[N-:19])[B:9]([OH:11])[O:10]1)=[O:27].[ClH:28]>>[O:3]=[C:4]([CH2:5][CH:6]1[c:7]2[c:8]([cH:12][c:13]([O:20][c:21]3[n:22][cH:23][cH:24][n:25][cH:26]3)[cH:14][c:15]2[CH2:16][N:17]=[N+:18]=[N-:19])[B:9]([OH:11])[O:10]1)[OH:27]. Reactants: Br, Br, CC(=O)O, CC(=O)c1nc(C)oc1C. Yields the product Cc1nc(C(=O)CBr)c(C)o1. Reaction SMILES: [Br:12].[BrH:11].[CH3:13][C:14](=[O:15])[OH:16].[CH3:1][c:2]1[o:3][c:4]([CH3:10])[c:5]([C:7]([CH3:8])=[O:9])[n:6]1>>[CH3:1][c:2]1[o:3][c:4]([CH3:10])[c:5]([C:7]([CH2:8][Br:11])=[O:9])[n:6]1.